Dataset: the Open Reaction Database (ORD), a public repository of structured organic reaction records. Task: describe an organic reaction: reactants, conditions, products, and yield Reactants: CCN(C(C)C)C(C)C, O=C(NC1CNCC1CF)C(F)(F)F, Nc1c(F)c(F)c(F)c2c1c(=O)c(C(=O)O)cn2C1CC1, C1COCCO1. Yields the product Nc1c(F)c(N2CC(CF)C(NC(=O)C(F)(F)F)C2)c(F)c2c1c(=O)c(C(=O)O)cn2C1CC1. As a reaction SMILES: [CH:36]([N:37]([CH:38]([CH3:39])[CH3:40])[CH2:41][CH3:42])([CH3:43])[CH3:44].[F:22][C:23]([C:24](=[O:25])[NH:26][CH:27]1[CH2:28][NH:29][CH2:30][CH:31]1[CH2:32][F:33])([F:34])[F:35].[NH2:1][c:2]1[c:3]2[c:4](=[O:21])[c:5]([C:18](=[O:19])[OH:20])[cH:6][n:7]([CH:15]3[CH2:16][CH2:17]3)[c:8]2[c:9]([F:14])[c:10]([F:13])[c:11]1[F:12].[O:45]1[CH2:46][CH2:47][O:48][CH2:49][CH2:50]1>>[NH2:1][c:2]1[c:3]2[c:4](=[O:21])[c:5]([C:18](=[O:19])[OH:20])[cH:6][n:7]([CH:15]3[CH2:16][CH2:17]3)[c:8]2[c:9]([F:14])[c:10]([N:29]2[CH2:28][CH:27]([NH:26][C:24]([C:23]([F:22])([F:34])[F:35])=[O:25])[CH:31]([CH2:32][F:33])[CH2:30]2)[c:11]1[F:12]. Procedure: A 250 mL round bottom flask was charged with 2-chloro-6-methylpyrazine (4.0 g, 0.031 mol), 1-methylpiperazine (12.4 g, 0.125 mol) and EtOH (100 mL). The resulting mixture was heated at reflux overnight. Work-up: the solvent was evaporated. The residue was mixed with saturated aqueous NaHCO3 (100 mL) and then extracted with CH2Cl2 (100 mL×3). The combined organic layers were dried over anhydrous Na2SO4 and concentrated in vacuo. The residue was further purified by flash column chromatography on s... Solvent: CCO (EtOH). Yield: 45.3%. As a reaction SMILES: Cl[C:2]1[CH:7]=[N:6][CH:5]=[C:4]([CH3:8])[N:3]=1.[CH3:9][N:10]1[CH2:15][CH2:14][NH:13][CH2:12][CH2:11]1>CCO>[CH3:8][C:4]1[CH:5]=[N:6][CH:7]=[C:2]([N:13]2[CH2:14][CH2:15][N:10]([CH3:9])[CH2:11][CH2:12]2)[N:3]=1. Starting materials: ClC1=NC(=CN=C1)C (2-chloro-6-methylpyrazine), CN1CCNCC1 (1-methylpiperazine). The product is CC1=NC(=CN=C1)N1CCN(CC1)C (2-Methyl-6-(4-methylpiperazin-1-yl)pyrazine). Starting materials: BrC(Br)(Br)Br, N#CC1CCC(C=O)CC1, ClCCl, c1ccc(P(c2ccccc2)c2ccccc2)cc1. Product: N#CC1CCC(C=C(Br)Br)CC1. RXN SMILES: [Br:1][C:2]([Br:3])([Br:4])[Br:5].[C:25](#[N:26])[CH:27]1[CH2:28][CH2:29][CH:30]([CH:33]=[O:34])[CH2:31][CH2:32]1.[CH2:35]([Cl:36])[Cl:37].[c:6]1([P:7]([c:8]2[cH:9][cH:10][cH:11][cH:12][cH:13]2)[c:14]2[cH:15][cH:16][cH:17][cH:18][cH:19]2)[cH:20][cH:21][cH:22][cH:23][cH:24]1>>[Br:1][C:2]([Br:5])=[CH:33][CH:30]1[CH2:29][CH2:28][CH:27]([C:25]#[N:26])[CH2:32][CH2:31]1. Starting materials: c1ccc(CNCc2ccccc2)cc1, [Li]CCCC, C1CCCCC1, CCCCCC, CCOCC, CN(C)CCN(C)C, O=P(Cl)(Cl)c1ccccc1. The product is O=P1(c2ccccc2)c2ccccc2CN1Cc1ccccc1. Reaction SMILES: [CH2:14]([c:15]1[cH:16][cH:17][cH:18][cH:19][cH:20]1)[NH:21][CH2:22][c:23]1[cH:24][cH:25][cH:26][cH:27][cH:28]1.[CH2:1]([Li:2])[CH2:3][CH2:4][CH3:5].[CH2:50]1[CH2:51][CH2:52][CH2:53][CH2:54][CH2:55]1.[CH3:39][CH2:40][CH2:41][CH2:42][CH2:43][CH3:44].[CH3:45][CH2:46][O:47][CH2:48][CH3:49].[CH3:6][N:7]([CH3:8])[CH2:9][CH2:10][N:11]([CH3:12])[CH3:13].[c:29]1([P:35](=[O:36])([Cl:37])[Cl:38])[cH:30][cH:31][cH:32][cH:33][cH:34]1>>[CH2:14]([c:15]1[cH:16][cH:17][cH:18][cH:19][cH:20]1)[N:21]1[CH2:22][c:23]2[c:24]([cH:25][cH:26][cH:27][cH:28]2)[P:35]1([c:29]1[cH:30][cH:31][cH:32][cH:33][cH:34]1)=[O:36].